Dataset: the Open Reaction Database (ORD), a public repository of structured organic reaction records. Task: describe an organic reaction: reactants, conditions, products, and yield Conditions: temperature 24 celsius, time 4 hour. Run in ClCCl (dichloromethane). Procedure details: A solution of 1-methoxy-4-(1-hydroxy-1-methylethyl)-1,4-cyclohexadiene in dichloromethane containing 5-(1,2-dimethyl-1-heptenyl)resorcinol was stirred at 0° C. while stannic chloride was added in one portion. The reaction mixture was then stirred for four hours at 24° C., and then washed with hydrochloric acid and water. The solution was dried and the solvent was removed by evaporation under reduced pressure to provide dl-cis-1-hydroxy-3-(1,2-dimethyl-1-heptenyl)-6,6-dimethyl-6,6a,7,8,10,10a-hex... Yields the product OC1=CC(=CC=2OC([C@H]3[C@@H](C21)CC(CC3)=O)(C)C)C(=C(CCCCC)C)C (cis-1-hydroxy-3-(1,2-dimethyl-1-heptenyl)-6,6-dimethyl-6,6a,7,8,10,10a-hexahydro-9H-dibenzo[b,d]pyran-9-one). Reaction SMILES: C[O:2][C:3]1[CH2:8][CH:7]=[C:6]([C:9]([OH:12])([CH3:11])[CH3:10])[CH2:5][CH:4]=1.[CH3:13][C:14]([C:22]1[CH:23]=[C:24](O)[CH:25]=[C:26]([CH:28]=1)[OH:27])=[C:15]([CH3:21])[CH2:16][CH2:17][CH2:18][CH2:19][CH3:20]>ClCCl>[OH:27][C:26]1[C:25]2[C@H:5]3[CH2:4][C:3](=[O:2])[CH2:8][CH2:7][C@H:6]3[C:9]([CH3:11])([CH3:10])[O:12][C:24]=2[CH:23]=[C:22]([C:14]([CH3:13])=[C:15]([CH3:21])[CH2:16][CH2:17][CH2:18][CH2:19][CH3:20])[CH:28]=1. Starting materials: COC1=CCC(=CC1)C(C)(C)O (1-methoxy-4-(1-hydroxy-1-methylethyl)-1,4-cyclohexadiene), CC(=C(CCCCC)C)C=1C=C(C=C(O)C1)O (5-(1,2-dimethyl-1-heptenyl)resorcinol), stannic chloride. Reactants: CCOC(C)=O, CCCCCC, CCOC(C)=O, OCCCl, O=C(O)c1cccc(O)c1, O=S(=O)(O)O. The product is O=C(OCCCl)c1cccc(O)c1. Reaction SMILES: [C:21]([O:22][CH2:23][CH3:24])(=[O:25])[CH3:26].[CH3:15][CH2:16][CH2:17][CH2:18][CH2:19][CH3:20].[CH3:32][CH2:33][O:34][C:35](=[O:36])[CH3:37].[OH:11][CH2:12][CH2:13][Cl:14].[OH:1][C:2](=[O:3])[c:4]1[cH:5][cH:6][cH:7][c:8]([OH:9])[cH:10]1.[S:27](=[O:28])(=[O:29])([OH:30])[OH:31]>>[O:1]([C:2](=[O:3])[c:4]1[cH:5][cH:6][cH:7][c:8]([OH:9])[cH:10]1)[CH2:12][CH2:13][Cl:14].